Dataset: the Open Reaction Database (ORD), a public repository of structured organic reaction records. Task: describe an organic reaction: reactants, conditions, products, and yield RXN SMILES: [C:1](=[O:2])([c:3]1[cH:4][cH:5][cH:6][cH:7][cH:8]1)[O:9][c:10]1[cH:11][cH:12][c:13]([CH2:16][CH:17]([CH3:18])[NH:19][CH2:20][CH:21]([OH:22])[c:23]2[o:24][c:25]3[c:26]([cH:27]2)[cH:28][cH:29][cH:30][cH:31]3)[cH:14][cH:15]1.[CH3:34][CH2:35][O:36][C:37](=[O:38])[CH3:39].[H:32][H:33]>>[OH:9][c:10]1[cH:11][cH:12][c:13]([CH2:16][CH:17]([CH3:18])[NH:19][CH2:20][CH:21]([OH:22])[c:23]2[o:24][c:25]3[c:26]([cH:27]2)[cH:28][cH:29][cH:30][cH:31]3)[cH:14][cH:15]1. The product is CC(Cc1ccc(O)cc1)NCC(O)c1cc2ccccc2o1. The reactants are CC(Cc1ccc(OC(=O)c2ccccc2)cc1)NCC(O)c1cc2ccccc2o1, CCOC(C)=O, [H][H]. Starting materials: [Si](C)(C)(C(C)(C)C)N1C([C@@H]([C@H]1C1OCCCC1=O)[C@@H](C)O[Si](C)(C)C(C)(C)C)=O ((3S,4S)-1-(tert-butyldimethylsilyl)-3-[(R)-1-(tert-butyldimethylsilyloxy)ethyl]-4-[(2RS)-3-oxotetrahydropyran-2-yl)azetidin-2-one), C[Si](Cl)(C)C (trimethylchlorosilane), [Cl-].[NH4+] (ammonium chloride), C(C)(C)NC(C)C (diisopropylamine), C(CCC)[Li] (butyllithium). Run in C1CCOC1 (THF), C1CCOC1 (THF). Run at temperature -78 celsius, time 10 minute. Yields the product [Si](C)(C)(C(C)(C)C)N1C([C@@H]([C@H]1[C@H]1OCCC=C1O[Si](C)(C)C)[C@@H](C)O[Si](C)(C)C(C)(C)C)=O ((3S,4S)-1-(tert-butyldimethylsilyl)-3-[(R)-1-(tert-butyldimethylsilyloxy)ethyl]-4-[(2R)-3-trimethylsilyloxy-5,6-dihydropyran-2-yl]azetidin-2-one). RXN SMILES: C(NC(C)C)(C)C.C([Li])CCC.[Si:13]([N:20]1[C@H:23]([CH:24]2[C:29](=[O:30])[CH2:28][CH2:27][CH2:26][O:25]2)[C@@H:22]([C@H:31]([O:33][Si:34]([C:37]([CH3:40])([CH3:39])[CH3:38])([CH3:36])[CH3:35])[CH3:32])[C:21]1=[O:41])([C:16]([CH3:19])([CH3:18])[CH3:17])([CH3:15])[CH3:14].[CH3:42][Si:43]([CH3:46])([CH3:45])Cl.[Cl-].[NH4+]>C1COCC1>[Si:13]([N:20]1[C@H:23]([C@@H:24]2[C:29]([O:30][Si:43]([CH3:46])([CH3:45])[CH3:42])=[CH:28][CH2:27][CH2:26][O:25]2)[C@@H:22]([C@H:31]([O:33][Si:34]([C:37]([CH3:40])([CH3:39])[CH3:38])([CH3:35])[CH3:36])[CH3:32])[C:21]1=[O:41])([C:16]([CH3:17])([CH3:19])[CH3:18])([CH3:15])[CH3:14] |f:4.5|. Reported procedure: To a solution of diisopropylamine (0.294 ml) in dry THF (5 ml) was added butyllithium (1.25 ml, 1.6M in hexane) dropwise at 0° C. and the mixture was stirred for 10 minutes. This solution was cooled to -78° C. and a solution of (3S,4S)-1-(tert-butyldimethylsilyl)-3-[(R)-1-(tert-butyldimethylsilyloxy)ethyl]-4-[(2RS)-3-oxotetrahydropyran-2-yl)azetidin-2-one (441 mg) in dry THF (2 ml) was added dropwise. The mixture was stirred for 30 minutes, after which trimethylchlorosilane (0.267 ml) was added....